From a dataset of the Open Reaction Database (ORD), a public repository of structured organic reaction records. describe an organic reaction: reactants, conditions, products, and yield Starting materials: CC(C(=O)NCCc1ccccc1)C1(C)OCCO1, CC(C)=O, [Na+], [Na+], O=C([O-])[O-], O, O, Cc1ccc(S(=O)(=O)O)cc1. Yields the product CC(=O)C(C)C(=O)NCCc1ccccc1. RXN SMILES: [CH3:1][C:2]1([CH:7]([C:8](=[O:9])[NH:10][CH2:11][CH2:12][c:13]2[cH:14][cH:15][cH:16][cH:17][cH:18]2)[CH3:19])[O:3][CH2:6][CH2:5][O:4]1.[CH3:39][C:40](=[O:41])[CH3:42].[Na+:33].[Na+:34].[O-:35][C:36](=[O:37])[O-:38].[OH2:20].[OH2:32].[c:21]1([CH3:22])[cH:23][cH:24][c:25]([S:26]([OH:27])(=[O:28])=[O:29])[cH:30][cH:31]1>>[CH3:1][C:2](=[O:3])[CH:7]([C:8](=[O:9])[NH:10][CH2:11][CH2:12][c:13]1[cH:14][cH:15][cH:16][cH:17][cH:18]1)[CH3:19]. The reactants are C(C)(C)(C)OC(=O)NC(CCN1C=CC2=CC(=CC=C12)C=O)(C)C (1-(3-tert-butoxycarbonylamino-3-methyl-butyl)-1H-indole-5-carbaldehyde). Run in O (water). Run at temperature 150 celsius. Product: NC(CCN1C=CC2=CC(=CC=C12)C=O)(C)C (1-(3-amino-3-methyl-butyl)-1H-indole-5-carbaldehyde). Reaction SMILES: C(OC([NH:8][C:9]([CH3:24])([CH3:23])[CH2:10][CH2:11][N:12]1[C:20]2[C:15](=[CH:16][C:17]([CH:21]=[O:22])=[CH:18][CH:19]=2)[CH:14]=[CH:13]1)=O)(C)(C)C>O>[NH2:8][C:9]([CH3:24])([CH3:23])[CH2:10][CH2:11][N:12]1[C:20]2[C:15](=[CH:16][C:17]([CH:21]=[O:22])=[CH:18][CH:19]=2)[CH:14]=[CH:13]1. Procedure details: A suspension of 1-(3-tert-butoxycarbonylamino-3-methyl-butyl)-1H-indole-5-carbaldehyde (3.5 g; 10.6 mmol) in 18 ml of water is heated for 19 hours at 150° C. in the microwave. Then the reaction mixture is extracted with DCM, dried on magnesium sulphate and freed from the solvent in vacuo. The residue is chromatographed on silica gel (DCM/methanol=1:1). Reported procedure: A mixture of tert-butyl 2-((R)-2-methyl-4-(2-phenylcyclohexyl)piperazin-1-yl)acetate (430 mg, 1.154 mmol) in 3 mL of 37% HCl was stirred at 50 C for 3 h. After LCMS showed complete conversion to the product, the solution was evaporated under high vacuum to dryness. The residue was crashed out of diethyl ether and dried to give 2-((R)-2-methyl-4-(2-phenylcyclohexyl)piperazin-1-yl)acetic acid dihydrochloride (440 mg, 97.9% yield) as an off white solid. MS (ESI, pos. ion) m/z: 317.2 (M+1). Product: Cl.Cl.C[C@H]1N(CCN(C1)C1C(CCCC1)C1=CC=CC=C1)CC(=O)O (2-((R)-2-methyl-4-(2-phenylcyclohexyl)piperazin-1-yl)acetic acid dihydrochloride). RXN SMILES: [CH3:1][C@@H:2]1[CH2:7][N:6]([CH:8]2[CH2:13][CH2:12][CH2:11][CH2:10][CH:9]2[C:14]2[CH:19]=[CH:18][CH:17]=[CH:16][CH:15]=2)[CH2:5][CH2:4][N:3]1[CH2:20][C:21]([O:23]C(C)(C)C)=[O:22].[ClH:28]>>[ClH:28].[ClH:28].[CH3:1][C@@H:2]1[CH2:7][N:6]([CH:8]2[CH2:13][CH2:12][CH2:11][CH2:10][CH:9]2[C:14]2[CH:19]=[CH:18][CH:17]=[CH:16][CH:15]=2)[CH2:5][CH2:4][N:3]1[CH2:20][C:21]([OH:23])=[O:22] |f:2.3.4|. Run at time 3 hour. Starting materials: C[C@H]1N(CCN(C1)C1C(CCCC1)C1=CC=CC=C1)CC(=O)OC(C)(C)C (tert-butyl 2-((R)-2-methyl-4-(2-phenylcyclohexyl)piperazin-1-yl)acetate), Cl (HCl). The yield is 97.9%. Reactants: O=C([O-])[O-], CCOC(=O)C1=CN(C(=O)c2ccc(F)cc2)CCc2c1[nH]c1cc(-c3cccc(OC)c3)ccc21, CCO, ClCCl, [Na+], [Na+]. Yields the product CCOC(=O)C1=CNCCc2c1[nH]c1cc(-c3cccc(OC)c3)ccc21. Reaction SMILES: [C:37](=[O:38])([O-:39])[O-:40].[CH2:1]([CH3:2])[O:3][C:4](=[O:5])[C:6]1=[CH:7][N:8]([C:28](=[O:29])[c:30]2[cH:31][cH:32][c:33]([F:34])[cH:35][cH:36]2)[CH2:9][CH2:10][c:11]2[c:12]1[nH:13][c:14]1[cH:15][c:16](-[c:20]3[cH:21][c:22]([O:26][CH3:27])[cH:23][cH:24][cH:25]3)[cH:17][cH:18][c:19]21.[CH3:43][CH2:44][OH:45].[Cl:46][CH2:47][Cl:48].[Na+:41].[Na+:42]>>[CH2:1]([CH3:2])[O:3][C:4](=[O:5])[C:6]1=[CH:7][NH:8][CH2:9][CH2:10][c:11]2[c:12]1[nH:13][c:14]1[cH:15][c:16](-[c:20]3[cH:21][c:22]([O:26][CH3:27])[cH:23][cH:24][cH:25]3)[cH:17][cH:18][c:19]21. Starting materials: OC(C(C(=O)OCC)CC1=CC(=CC=C1)OC(C(F)F)(F)F)C1=CC=C(C=C1)OC1=CC=CC=C1 (ethyl(2RS,3RS)-3-hydroxy-3-(4-(phenyloxy)phenyl)-2-((3-((1,1,2,2-tetrafluoroethyl)oxy)phenyl)methyl)propionate), [OH-].[Na+] (sodium hydroxide), Cl (hydrochloric acid). The solvent is CO (methanol). Reaction conditions: time 8 hour. Yields the product OC(C(C(=O)O)CC1=CC(=CC=C1)OC(C(F)F)(F)F)C1=CC=C(C=C1)OC1=CC=CC=C1 ((2RS,3RS)-3-hydroxy-3-(4-(phenyloxy)phenyl)-2-((3-((1,1,2,2-tetrafluoroethyl)oxy)phenyl)methyl)propionic acid). Isolated yield 77.7%. RXN SMILES: [OH:1][CH:2]([C:23]1[CH:28]=[CH:27][C:26]([O:29][C:30]2[CH:35]=[CH:34][CH:33]=[CH:32][CH:31]=2)=[CH:25][CH:24]=1)[CH:3]([CH2:9][C:10]1[CH:15]=[CH:14][CH:13]=[C:12]([O:16][C:17]([F:22])([F:21])[CH:18]([F:20])[F:19])[CH:11]=1)[C:4]([O:6]CC)=[O:5].[OH-].[Na+].Cl>CO>[OH:1][CH:2]([C:23]1[CH:24]=[CH:25][C:26]([O:29][C:30]2[CH:35]=[CH:34][CH:33]=[CH:32][CH:31]=2)=[CH:27][CH:28]=1)[CH:3]([CH2:9][C:10]1[CH:15]=[CH:14][CH:13]=[C:12]([O:16][C:17]([F:22])([F:21])[CH:18]([F:20])[F:19])[CH:11]=1)[C:4]([OH:6])=[O:5] |f:1.2|. Reported procedure: To a solution of ethyl(2RS,3RS)-3-hydroxy-3-(4-(phenyloxy)phenyl)-2-((3-((1,1,2,2-tetrafluoroethyl)oxy)phenyl)methyl)propionate (6.14 g, 12.5 mmol) in methanol (30 ml) was added 2N aqueous sodium hydroxide solution (12.5 ml, 25.0 mmol), and the mixture was stirred overnight at room temperature. The reaction solution was acidified with 1N hydrochloric acid and extracted with ethyl acetate (200 ml×2). The extract was washed with water and saturated brine, dried over anhydrous magnesium sulfate and... The reactants are ClC1=CC=C(OC2=CC=C(C=C2)N2C(=NC(=C2)C2=C(C=CC=C2)O)CC(C)C)C=C1 ({1-[4-(4-Chloro-phenoxy)-phenyl]-2-isobutyl-1H-imidazol-4-yl}phenol), C(=O)([O-])[O-].[Cs+].[Cs+] (Cs2CO3), S(C)(=O)(=O)[O-] (mesylate). Solvent: O (water), CN(C)C=O (DMF). Run at temperature 90 celsius. The product is C1(=CC=CC=C1)OC1=CC=CC=C1 (phenyl ether). RXN SMILES: Cl[C:2]1[CH:30]=[CH:29][C:5]([O:6][C:7]2[CH:12]=[CH:11][C:10](N3C=C(C4C=CC=CC=4O)N=C3CC(C)C)=[CH:9][CH:8]=2)=[CH:4][CH:3]=1.C([O-])([O-])=O.[Cs+].[Cs+].S([O-])(=O)(=O)C>CN(C=O)C.O>[C:7]1([O:6][C:5]2[CH:4]=[CH:3][CH:2]=[CH:30][CH:29]=2)[CH:8]=[CH:9][CH:10]=[CH:11][CH:12]=1 |f:1.2.3|. Reported procedure: {1-[4-(4-Chloro-phenoxy)-phenyl]-2-isobutyl-1H-imidazol-4-yl}phenol (2 mmol) was added to a solution of Cs2CO3 (10 eq., 20 mmol) in anhydrous DMF (5 ml). This was followed by addition of the mesylate obtained above and the reaction mixture was heated to 90° C. for 2-3 h. The reaction mixture was then cooled to rt, diluted with cold water and the product was extracted with DCM. The organic layer was dried over anhydrous sodium sulfate and concentrated in vacuo to give desired phenyl ether.